From a dataset of the Open Reaction Database (ORD), a public repository of structured organic reaction records. describe an organic reaction: reactants, conditions, products, and yield Reaction conditions: time 30 minute. Reactants: C(C)OC(COC1=C(C2=C(C(=NO2)C2=CC=C(C=C2)C)C=C1)Cl)=O (ethyl{[7-chloro-3-(4-tolyl)-1,2-benzisoxazol-6-yl]oxy}acetate), [OH-].[Na+] (sodium hydroxide), Cl (hydrochloric acid). Procedure: A mixture of 20 g of ethyl{[7-chloro-3-(4-tolyl)-1,2-benzisoxazol-6-yl]oxy}acetate, Example 12, and 15 ml of 50% sodium hydroxide in 600 ml of ethyl alcohol is refluxed for 1 hour. Thereafter, the hot mixture is diluted with 500 ml of water and acidified with concentrated hydrochloric acid. The acidified suspension is, successively, stirred for 30 minutes and filtered and the filter cake is recrystallized from dimethylformamide to yield the product {[7-chloro-3-(4-tolyl)-1,2-benzisoxazol-6-yl]ox... Solvent: O (water), C(C)O (ethyl alcohol). Reaction SMILES: C([O:3][C:4](=[O:24])[CH2:5][O:6][C:7]1[CH:22]=[CH:21][C:10]2[C:11]([C:14]3[CH:19]=[CH:18][C:17]([CH3:20])=[CH:16][CH:15]=3)=[N:12][O:13][C:9]=2[C:8]=1[Cl:23])C.[OH-].[Na+].Cl>C(O)C.O>[Cl:23][C:8]1[C:9]2[O:13][N:12]=[C:11]([C:14]3[CH:15]=[CH:16][C:17]([CH3:20])=[CH:18][CH:19]=3)[C:10]=2[CH:21]=[CH:22][C:7]=1[O:6][CH2:5][C:4]([OH:24])=[O:3] |f:1.2|. The product is ClC1=C(C=CC=2C(=NOC21)C2=CC=C(C=C2)C)OCC(=O)O ({[7-chloro-3-(4-tolyl)-1,2-benzisoxazol-6-yl]oxy}acetic acid). Reactants: [6,7]-benzo-4-oxo-4H-quinolizine-3-carboxylic acid, O1C2=C(C=C1C=1C=CN3C(C(=CC=C3C1)C(=O)O)=O)C=CC=C2 (8-(benzo[b]furyl)-4-oxo-4H-quinolizine-3-carboxylic acid), triacid 1-[N,N-di(carboxymethyl)]-4-oxo-4H-quinolizine-3-carboxylic acid, 1-[N,N-di(carboxymethyl)]-4-oxo-4H-quinolizine-3-carboxylic acid, C1(=CC=CC2=CC=CC=C12)C=1C=CN2C(C(=CC=C2C1)C(=O)O)=O (8-(naphth-1-yl)-4-oxo-4H-quinolizine-3-carboxylic acid), [Mg] (magnesium). Product: O=C1C(=CC=C2C=CC=CN12)C(=O)O (4-oxo-4H-quinolizine-3-carboxylic acid). RXN SMILES: C1([C:11]2[CH:12]=[CH:13][N:14]3[C:19]([CH:20]=2)=[CH:18][CH:17]=[C:16]([C:21]([OH:23])=[O:22])[C:15]3=[O:24])C2C(=CC=CC=2)C=CC=1.O1C(C2C=CN3C(C=2)=CC=C(C(O)=O)C3=O)=CC2C=CC=CC1=2.[Mg]>>[O:24]=[C:15]1[N:14]2[C:19]([CH:20]=[CH:11][CH:12]=[CH:13]2)=[CH:18][CH:17]=[C:16]1[C:21]([OH:23])=[O:22]. Procedure details: Fluorophores [6,7]-benzo-4-oxo-4H-quinolizine-3-carboxylic acid (3a) (FIG. 16), 1-[N,N-di(carboxymethyl)]-4-oxo-4H-quinolizine-3-carboxylic acid (11a) (FIG. 17), 8-(naphth-1-yl)-4-oxo-4H-quinolizine-3-carboxylic acid (23a) and 8-(benzo[b]furyl)-4-oxo-4H-quinolizine-3-carboxylic acid (24a), show an increase of the fluorescence emission when binding to Mg2+, and are sensitive to changing Mg2+ levels. The triacid 1-[N,N-di(carboxymethyl)]-4-oxo-4H-quinolizine-3-carboxylic acid (11a) exhibits a fluo... The reactants are C(CCC)[Li] (butyl lithium), CN1N=NN=C1C (1,5-dimethyltetrazole), Cl (hydrochloric acid), [OH-].[Na+] (sodium hydroxide), CC=1C(=CC2=C(C(OC(N2)=O)=O)C1)C (6,7-dimethyl-1H-3,1-benzoxazine-2,4-dione). The solvent is O (water), CCCCCC (hexane), O1CCCC1 (tetrahydrofuran). Conditions: time 1 hour. Yields the product NC1=C(C=C(C(=C1)C)C)C(CC1=NN=NN1C)=O (1-(2-amino-4,5-dimethylphenyl)-2-(1-methyl-1H-tetrazol-5-yl)ethanone). RXN SMILES: C([Li])CCC.[CH3:6][N:7]1[C:11]([CH3:12])=[N:10][N:9]=[N:8]1.[CH3:13][C:14]1[C:15]([CH3:26])=[CH:16][C:17]2[NH:22]C(=O)[O:20][C:19](=O)[C:18]=2[CH:25]=1.Cl.[OH-].[Na+]>CCCCCC.O1CCCC1.O>[NH2:22][C:17]1[CH:16]=[C:15]([CH3:26])[C:14]([CH3:13])=[CH:25][C:18]=1[C:19](=[O:20])[CH2:12][C:11]1[N:7]([CH3:6])[N:8]=[N:9][N:10]=1 |f:4.5|. Procedure details: A solution of butyl lithium in hexane (2.7M, 9.8 ml) was added to a stirred solution of 1,5-dimethyltetrazole (2.6 g) in dry tetrahydrofuran (25 ml) at 0° under nitrogen. After 1 hour, 6,7-dimethyl-1H-3,1-benzoxazine-2,4-dione (1.69 g) was added and stirring was continued for 4 hours. The mixture was poured into water (200 ml), acidified with hydrochloric acid (5N) to pH 1, neutralised with aqueous sodium hydroxide (5N) and extracted with dichloromethane (3×100 ml). The combined extracts were dr...